describe an organic reaction: reactants, conditions, products, and yield From a dataset of the Open Reaction Database (ORD), a public repository of structured organic reaction records. Starting materials: CC(C)(C)C1=NC(=NC(=C1OCOCCOC)C(C)(C)C)C=O (4,6-Bis-(1,1-dimethylethyl)-5-[(2-methoxyethoxy)methoxy]-2-pyrimidine carboxaldehyde), NCCC(=O)O (β-alanine), S1C(NC(C1)=O)=O (2,4-thiazolidinedione). The product is CC(C)(C)C1=NC(=NC(=C1O)C(C)(C)C)C=C1C(NC(S1)=O)=O (5-[[4,6-bis-(1,1-dimethylethyl]-5 hydroxy-2-pyrimidinyl]methylene]-2,4-thiazolidinedione). Yield: 23.9%. Reaction SMILES: [CH3:1][C:2]([C:5]1[C:10]([O:11]COCCOC)=[C:9]([C:18]([CH3:21])([CH3:20])[CH3:19])[N:8]=[C:7]([CH:22]=O)[N:6]=1)([CH3:4])[CH3:3].NCCC(O)=O.[S:30]1[CH2:34][C:33](=[O:35])[NH:32][C:31]1=[O:36]>>[CH3:3][C:2]([C:5]1[C:10]([OH:11])=[C:9]([C:18]([CH3:19])([CH3:21])[CH3:20])[N:8]=[C:7]([CH:22]=[C:34]2[S:30][C:31](=[O:36])[NH:32][C:33]2=[O:35])[N:6]=1)([CH3:1])[CH3:4]. Procedure: 4,6-Bis-(1,1-dimethylethyl)-5-[(2-methoxyethoxy)methoxy]-2-pyrimidine carboxaldehyde (0.5 g, 1.5 mmoles) is treated with β-alanine (0.27 g, 3.1 mmoles) and 2,4-thiazolidinedione (0.22 g, 1.8 mmoles) according to the procedure of Example 6 to give 0.12 g (25%) of 5-[[4,6-bis-(1,1-dimethylethyl]-5 hydroxy-2-pyrimidinyl]methylene]-2,4-thiazolidinedione. MP=229°-232° C. dec. Reactants: O.NN (Hydrazine monohydrate), C(#CC(=O)OC)C(=O)OC (dimethyl acetylenedicarboxylate). Run in C1(=CC=CC=C1)C (toluene). Run at time 2 hour. Yields the product OC1=NNC(=C1)C(=O)OC (methyl 3-hydroxypyrazole-5-carboxylate). The yield is 73.2%. As a reaction SMILES: O.[NH2:2][NH2:3].[C:4]([C:10]([O:12][CH3:13])=[O:11])#[C:5][C:6](OC)=[O:7]>C1(C)C=CC=CC=1>[OH:7][C:6]1[CH:5]=[C:4]([C:10]([O:12][CH3:13])=[O:11])[NH:3][N:2]=1 |f:0.1|. Procedure details: Hydrazine monohydrate (6.7 g, 210 mmol) was added to a solution of dimethyl acetylenedicarboxylate (24.7 g, 175 mmol) in toluene (90 ml) at 0° C., and the thus-obtained mixture was gradually temperature-increased up to room temperature, stirred for 2 hours and further stirred under heating at 130° C. for 4 hours. After completion of the reaction, a precipitated solid was filtered and washed with diethyl ether, to give a white solid of methyl 3-hydroxypyrazole-5-carboxylate (18.2 g, yield: 73.8%)... The reactants are O=S(=O)(Cl)CC(F)(F)F, COc1ccc(-c2nc(N)sc2-c2ccc(OC)cc2)cc1, c1ccncc1. The product is COc1ccc(-c2nc(NS(=O)(=O)CC(F)(F)F)sc2-c2ccc(OC)cc2)cc1. As a reaction SMILES: [F:1][C:2]([CH2:3][S:4](=[O:5])(=[O:6])[Cl:7])([F:8])[F:9].[NH2:10][c:11]1[s:12][c:13](-[c:24]2[cH:25][cH:26][c:27]([O:30][CH3:31])[cH:28][cH:29]2)[c:14](-[c:16]2[cH:17][cH:18][c:19]([O:22][CH3:23])[cH:20][cH:21]2)[n:15]1.[cH:32]1[cH:33][cH:34][n:35][cH:36][cH:37]1>>[F:1][C:2]([CH2:3][S:4](=[O:5])(=[O:6])[NH:10][c:11]1[s:12][c:13](-[c:24]2[cH:25][cH:26][c:27]([O:30][CH3:31])[cH:28][cH:29]2)[c:14](-[c:16]2[cH:17][cH:18][c:19]([O:22][CH3:23])[cH:20][cH:21]2)[n:15]1)([F:8])[F:9].